Task: describe an organic reaction: reactants, conditions, products, and yield. Dataset: the Open Reaction Database (ORD), a public repository of structured organic reaction records Reactants: C(CCCCCC)NC(CC=1N=C(SC1)SC(C(=O)O)(C)C)=O (2-({4-[2-(heptylamino)-2-oxoethyl]-1,3-thiazol-2-yl}thio)-2-methylpropionic acid). Solvent: O1CCCC1 (tetrahydrofuran). Run at time 30 minute. Product: C(CCCCCC)NCCC=1N=C(SC1)SC(C(=O)O)(C)C (2-({4-[2-(heptylamino)ethyl]-1,3-thiazol-2-yl}thio)-2-methylpropionic acid). The yield is 80.0%. RXN SMILES: [CH2:1]([NH:8][C:9](=O)[CH2:10][C:11]1[N:12]=[C:13]([S:16][C:17]([CH3:22])([CH3:21])[C:18]([OH:20])=[O:19])[S:14][CH:15]=1)[CH2:2][CH2:3][CH2:4][CH2:5][CH2:6][CH3:7]>O1CCCC1>[CH2:1]([NH:8][CH2:9][CH2:10][C:11]1[N:12]=[C:13]([S:16][C:17]([CH3:21])([CH3:22])[C:18]([OH:20])=[O:19])[S:14][CH:15]=1)[CH2:2][CH2:3][CH2:4][CH2:5][CH2:6][CH3:7]. Procedure: To a suspension of 2-({4-[2-(heptylamino)-2-oxoethyl]-1,3-thiazol-2-yl}thio)-2-methylpropionic acid resin (5.2 g) synthesized in Example 461-5 in tetrahydrofuran (20 mL) was added 1 mol/L borane-tetrahydrofuran complex (18 ml), and the mixture was stirred at room temperature for 30 min, and at 50° C. for 16.5 hr. The resin was collected by filtration from the mixture, washed three times each with tetrahydrofuran and methanol, and vacuum dried to give the title pale-yellow resin (4.0 g). Starting materials: NC=1SC=C(N1)CC(=O)OCC (ethyl 2-amino-4-thiazolylacetate), C1=CC(=CC=C1S(=O)(=O)Cl)I (pipsyl chloride). Yields the product IC1=CC=C(C=C1)S(=O)(=O)NC=1SC=C(N1)CC(=O)OCC (Ethyl (2-{[(4-iodophenyl)sulfonyl]amino}-1,3-thiazol-4-yl)acetate), solid. Reaction SMILES: [NH2:1][C:2]1[S:3][CH:4]=[C:5]([CH2:7][C:8]([O:10][CH2:11][CH3:12])=[O:9])[N:6]=1.[CH:13]1[C:18]([S:19](Cl)(=[O:21])=[O:20])=[CH:17][CH:16]=[C:15]([I:23])[CH:14]=1>>[I:23][C:15]1[CH:14]=[CH:13][C:18]([S:19]([NH:1][C:2]2[S:3][CH:4]=[C:5]([CH2:7][C:8]([O:10][CH2:11][CH3:12])=[O:9])[N:6]=2)(=[O:21])=[O:20])=[CH:17][CH:16]=1. Procedure: The title compound was prepared from ethyl 2-amino-4-thiazolylacetate and pipsyl chloride as described in the synthetic METHOD B to give a white solid (47.0 mg) with purity >90%. LCMS (pos) m/z 453.0. The reactants are COC1=CC=C(C(=O)C#CC(=O)OC)C=C1 (methyl 3-(4-methoxybenzoyl)propiolate), [OH-].[K+] (potassium hydroxide), O (water). Run in O1CCCC1 (tetrahydrofuran). Conditions: time 1 hour. Product: COC1=CC=C(C(=O)C#CC(=O)O)C=C1 (3-(4-methoxybenzoyl)propiolic acid). RXN SMILES: [CH3:1][O:2][C:3]1[CH:16]=[CH:15][C:6]([C:7]([C:9]#[C:10][C:11]([O:13]C)=[O:12])=[O:8])=[CH:5][CH:4]=1.[OH-].[K+].O>O1CCCC1>[CH3:1][O:2][C:3]1[CH:4]=[CH:5][C:6]([C:7]([C:9]#[C:10][C:11]([OH:13])=[O:12])=[O:8])=[CH:15][CH:16]=1 |f:1.2|. Reported procedure: A solution of 6.2 g (28 mmol) of methyl 3-(4-methoxybenzoyl)propiolate in 60 ml of tetrahydrofuran was treated slowly at 0° with 80 ml of 3% potassium hydroxide solution and stirred at 0° for a further 1 hour. The reaction mixture was treated with water and extracted once with ether. The ether phase was discarded. The aqueous phase was adjusted to pH 1 with 1N hydrochloric acid and extracted twice with ether. The combined organic phases were dried over sodium sulphate and concentrated. Precipita... The reactants are ClCCCCCN1C(N(C2=C1C=CC=C2)C(=C)C)=O (1-(5-chloropentyl)-1,3-dihydro-3-(1-methylethenyl)-2H-benzimidazol-2-one), C1(=CC=CC=C1)C(N1CCNCC1)C1=CC=CC=C1 (1-(diphenylmethyl)piperazine), C([O-])([O-])=O.[Na+].[Na+] (sodium carbonate), [I-].[K+] (potassium iodide). Solvent: O (water), O (water), CC(CC(C)=O)C (4-methyl-2-pentanone). Product: O.Cl.Cl.C1(=CC=CC=C1)C(N1CCN(CC1)CCCCCN1C(NC2=C1C=CC=C2)=O)C2=CC=CC=C2 (1-{5-[4-(diphenylmethyl)-1-piperazinyl]pentyl}-1,3-dihydro-2H-benzimidazol-2-one dihydrochloride hydrate). As a reaction SMILES: [Cl:1][CH2:2][CH2:3][CH2:4][CH2:5][CH2:6][N:7]1[C:11]2[CH:12]=[CH:13][CH:14]=[CH:15][C:10]=2[N:9](C(C)=C)[C:8]1=[O:19].[C:20]1([CH:26]([C:33]2[CH:38]=[CH:37][CH:36]=[CH:35][CH:34]=2)[N:27]2[CH2:32][CH2:31][NH:30][CH2:29][CH2:28]2)[CH:25]=[CH:24][CH:23]=[CH:22][CH:21]=1.C(=O)([O-])[O-].[Na+].[Na+].[I-].[K+]>O.CC(C)CC(=O)C>[OH2:19].[ClH:1].[ClH:1].[C:33]1([CH:26]([C:20]2[CH:25]=[CH:24][CH:23]=[CH:22][CH:21]=2)[N:27]2[CH2:28][CH2:29][N:30]([CH2:2][CH2:3][CH2:4][CH2:5][CH2:6][N:7]3[C:11]4[CH:12]=[CH:13][CH:14]=[CH:15][C:10]=4[NH:9][C:8]3=[O:19])[CH2:31][CH2:32]2)[CH:34]=[CH:35][CH:36]=[CH:37][CH:38]=1 |f:2.3.4,5.6,9.10.11.12|. Procedure: A mixture of 6.95 parts of 1-(5-chloropentyl)-1,3-dihydro-3-(1-methylethenyl)-2H-benzimidazol-2-one, 5.15 parts of 1-(diphenylmethyl)piperazine, 5.30 parts of sodium carbonate, 0.1 parts of potassium iodide and 160 parts of 4-methyl-2-pentanone is stirred and refluxed overnight with water-separator. The reaction mixture is cooled to room temperature, water is added and the layers are separated. The organic phase is dried, filtered and evaporated. The residue is stirred and refluxed for 30 minute... The reactants are C(C)(C)(C)OC(=O)N1C[C@H]([C@@H](C1)C(=O)N1C[C@@H](CCC1)CC1=CC=C(C=C1)F)N ((3S,4R)-3-Amino-4-[(S)-3-(4-fluorobenzyl)-piperidine-1-carbonyl]-pyrrolidine-1-carboxylic acid tert-butyl ester), O1CCCC1 (tetrahydrofuran), C(C)(=O)O (acetic acid). Run in CO (methanol). Run at time 20 hour. The product is C(C)(C)(C)OC(=O)N1C[C@H]([C@H](C1)CN1C[C@@H](CCC1)CC1=CC=C(C=C1)F)N ((3S,4S)-3-amino-4-[(S)-3-(4-fluorobenzyl)-piperidin-1-ylmethyl]-pyrrolidine-1-carboxylic acid tert-butyl ester). Yield: 41.4%. RXN SMILES: [C:1]([O:5][C:6]([N:8]1[CH2:12][C@@H:11]([C:13]([N:15]2[CH2:20][CH2:19][CH2:18][C@@H:17]([CH2:21][C:22]3[CH:27]=[CH:26][C:25]([F:28])=[CH:24][CH:23]=3)[CH2:16]2)=O)[C@H:10]([NH2:29])[CH2:9]1)=[O:7])([CH3:4])([CH3:3])[CH3:2].O1CCCC1.C(O)(=O)C>CO>[C:1]([O:5][C:6]([N:8]1[CH2:12][C@H:11]([CH2:13][N:15]2[CH2:20][CH2:19][CH2:18][C@@H:17]([CH2:21][C:22]3[CH:27]=[CH:26][C:25]([F:28])=[CH:24][CH:23]=3)[CH2:16]2)[C@H:10]([NH2:29])[CH2:9]1)=[O:7])([CH3:4])([CH3:2])[CH3:3]. Procedure details: (3S,4R)-3-Amino-4-[(S)-3-(4-fluorobenzyl)-piperidine-1-carbonyl]-pyrrolidine-1-carboxylic acid tert-butyl ester (75 mg, 185 μmol) was treated with borane-tetrahydrofuran complex in tetrahydrofuran (1.0 M; 7.4 mL, 7.4 mmol) and stirred for 20 h. The mixture was treated slowly with 20% acetic acid in methanol (10 mL), and the resulting mixture was stirred at room temperature for 1 h. The solvents were removed, and the residue was dissolved in water, made basic (pH 11) with 50% sodium hydroxide, an... Yields the product C1=CC=CC2=CC3=CC=CC=C3C(=C12)CC(C)O (1-(9-anthryl)-2-propanol). The reactants are C[Mg]I (methylmagnesium iodide), C1=CC=CC2=CC3=CC=CC=C3C(=C12)CC=O (9-anthrylacetaldehyde). Reported procedure: 9-anthrylacetaldehyde (1.1 g; 5 mmoles) was Soxhlet--extracted for a period of 6 hours in an ether solution (100 ml) of methylmagnesium iodide (30 mmoles; prepared from 0.72 g of magnesium). Work up as described above gave 1.05 g (89%) of 1-(9-anthryl)-2-propanol as pale yellow needle shaped crystals, mp 105°-107° C. Yield: 88.9%. As a reaction SMILES: [CH:1]1[C:14]2[C:5](=[CH:6][C:7]3[C:12]([C:13]=2[CH2:15][CH:16]=[O:17])=[CH:11][CH:10]=[CH:9][CH:8]=3)[CH:4]=[CH:3][CH:2]=1.[CH3:18][Mg]I>CCOCC>[CH:11]1[C:12]2[C:7](=[CH:6][C:5]3[C:14]([C:13]=2[CH2:15][CH:16]([OH:17])[CH3:18])=[CH:1][CH:2]=[CH:3][CH:4]=3)[CH:8]=[CH:9][CH:10]=1. The solvent is CCOCC (ether). Starting materials: [N+](=O)([O-])C1=C2C=C(N(C2=CC=C1)CC(=O)OCC)C ((4-nitro-2-methyl-1H-indol-1-yl)-acetic acid, ethyl ester), [H][H] (hydrogen), [H][H] (hydrogen). Reagents/catalysts: [Pt] (Pt/C). The solvent is C(C)(=O)OCC (ethyl acetate). Product: NC1=C2C=C(N(C2=CC=C1)CC(=O)OCC)C ((4-amino-2-methyl-1H-indol-1-yl)-acetic acid, ethyl ester). RXN SMILES: [N+:1]([C:4]1[CH:12]=[CH:11][CH:10]=[C:9]2[C:5]=1[CH:6]=[C:7]([CH3:19])[N:8]2[CH2:13][C:14]([O:16][CH2:17][CH3:18])=[O:15])([O-])=O.[H][H]>C(OCC)(=O)C.[Pt]>[NH2:1][C:4]1[CH:12]=[CH:11][CH:10]=[C:9]2[C:5]=1[CH:6]=[C:7]([CH3:19])[N:8]2[CH2:13][C:14]([O:16][CH2:17][CH3:18])=[O:15]. Reported procedure: A solution of (4-nitro-2-methyl-1H-indol-1-yl)-acetic acid, ethyl ester (5.0 g, 19 mmol) in ethyl acetate (75 ml) was hydrogenated under 3 bar hydrogen pressure in the presence of a wet 1% Pt/C catalyst paste (38 w/w, 0.7 g) until hydrogen uptake ceased (3 hours). The reaction mixture was filtered through kieselguhr and the solids washed with ethyl acetate (75 ml). The filtrate and wash were combined with solutions obtained from 2 previous experiments which had been carried out in a similar maim... Reactants: Cl (HCl), C(C)OC(C1=CC=C(C=C1)O)=O (ethyl-4-hydroxybenzoate), C(=O)([O-])[O-].[K+].[K+] (K2CO3), C(C1=CC=CC=C1)Cl (benzyl chloride). Run in C(C)O (ethanol). Conditions: time 18 hour. Yields the product C(C1=CC=CC=C1)OC1=CC=C(C(=O)O)C=C1 (4-Benzyloxybenzoic acid). RXN SMILES: C([O:3][C:4](=[O:12])[C:5]1[CH:10]=[CH:9][C:8]([OH:11])=[CH:7][CH:6]=1)C.C([O-])([O-])=O.[K+].[K+].[CH2:19](Cl)[C:20]1[CH:25]=[CH:24][CH:23]=[CH:22][CH:21]=1.Cl>C(O)C>[CH2:19]([O:11][C:8]1[CH:7]=[CH:6][C:5]([C:4]([OH:3])=[O:12])=[CH:10][CH:9]=1)[C:20]1[CH:25]=[CH:24][CH:23]=[CH:22][CH:21]=1 |f:1.2.3|. Reported procedure: A mixture of 132.5 g ethyl-4-hydroxybenzoate, 135 g K2CO3 and 110 ml benzyl chloride in 900 ml of ethanol was refluxed under stirring for 18 hrs. The mixture was warm filtered, and the filtrate evaporated. The residue was dissolved in 700 ml of water, 98 g of KOH was added, whereafter the mixture was refluxed with stirring for 2 hrs, or until a clear solution was obtained. The pH of the solution was adjusted to pH 1 with conc. HCl, and the crystalline material formed was filtered off. The identi...